This data is from the Open Reaction Database (ORD), a public repository of structured organic reaction records. The task is: describe an organic reaction: reactants, conditions, products, and yield Reactants: BrC1=C(C(=C(C2=CC=CC=C12)C1=CC=C(C=C1)Cl)C(C(=O)OC)O)C (Methyl 2-(4-bromo-1-(4-chlorophenyl)-3-methylnaphthalen-2-yl)-2-hydroxyacetate), C(C)(C)(C)OC(=O)C (t-BuOAc), C(=O)(O)[O-].[Na+] (NaHCO3). The reagents and catalysts are Cl(=O)(=O)(=O)O (perchloric acid). Run at time 4.5 hour. Yields the product BrC1=C(C(=C(C2=CC=CC=C12)C1=CC=C(C=C1)Cl)C(C(=O)OC)OC(C)(C)C)C (methyl 2-(4-bromo-1-(4-chlorophenyl)-3-methylnaphthalen-2-yl)-2-tert-butoxyacetate). Reaction SMILES: [Br:1][C:2]1[C:11]2[C:6](=[CH:7][CH:8]=[CH:9][CH:10]=2)[C:5]([C:12]2[CH:17]=[CH:16][C:15]([Cl:18])=[CH:14][CH:13]=2)=[C:4]([CH:19]([OH:24])[C:20]([O:22][CH3:23])=[O:21])[C:3]=1[CH3:25].[C:26](OC(C)=O)([CH3:29])([CH3:28])[CH3:27].C([O-])(O)=O.[Na+]>Cl(O)(=O)(=O)=O>[Br:1][C:2]1[C:11]2[C:6](=[CH:7][CH:8]=[CH:9][CH:10]=2)[C:5]([C:12]2[CH:13]=[CH:14][C:15]([Cl:18])=[CH:16][CH:17]=2)=[C:4]([CH:19]([O:24][C:26]([CH3:29])([CH3:28])[CH3:27])[C:20]([O:22][CH3:23])=[O:21])[C:3]=1[CH3:25] |f:2.3|. Procedure details: Methyl 2-(4-bromo-1-(4-chlorophenyl)-3-methylnaphthalen-2-yl)-2-hydroxyacetate (298 mg, 0.71 mmol) was dissolved in t-BuOAc (18.0 mL, 134 mmol) and 7 drops of perchloric acid were added. The reaction was monitored by HPLC and TLC for progress. After 4.5 hours, the mixture was added to icy saturated NaHCO3 and stirred for 10-15 minutes. This mixture was extracted with EtOAc, extracts dried with sodium sulfate and concentrated in vacuo. Purification on silica gel using EtOAc in hexanes gave desire...